This data is from the Open Reaction Database (ORD), a public repository of structured organic reaction records. The task is: describe an organic reaction: reactants, conditions, products, and yield The reactants are ClC=1C=CC=2N(N1)C(=CN2)C(O)C=2C=C1C=NN(C1=CC2)C ((6-chloroimidazo[1,2-b]pyridazin-3-yl)(1-methyl-1H-indazol-5-yl)methanol), II (I2), O[PH2]=O (H3PO2). Run in CC(=O)O (AcOH). The product is ClC=1C=CC=2N(N1)C(=CN2)CC=2C=C1C=NN(C1=CC2)C (6-Chloro-3-((1-methyl-1H-indazol-5-yl)methyl)imidazo[1,2-b]pyridazine). Reaction SMILES: [Cl:1][C:2]1[CH:3]=[CH:4][C:5]2[N:6]([C:8]([CH:11]([C:13]3[CH:14]=[C:15]4[C:19](=[CH:20][CH:21]=3)[N:18]([CH3:22])[N:17]=[CH:16]4)O)=[CH:9][N:10]=2)[N:7]=1.II.O[PH2]=O>CC(O)=O>[Cl:1][C:2]1[CH:3]=[CH:4][C:5]2[N:6]([C:8]([CH2:11][C:13]3[CH:14]=[C:15]4[C:19](=[CH:20][CH:21]=3)[N:18]([CH3:22])[N:17]=[CH:16]4)=[CH:9][N:10]=2)[N:7]=1. Procedure: A solution of (6-chloroimidazo[1,2-b]pyridazin-3-yl)(1-methyl-1H-indazol-5-yl)methanol (156.8 mg, 0.50 mmol), I2 (381 mg, 1.50 mmol) and H3PO2 (0.273 mL, 2.50 mmol) in 4 mL AcOH was heated at 110° C. for 7 hours. The solvent was removed under reduced pressure. The residue was diluted with water and extracted with DCM twice. The organic layers were combined, dried over Na2SO4 and concentrated. The crude product was purified by flash chromatography (DCM:MeOH=20:1) to give the title compound which ... Starting materials: C(N)(=O)C1=C(C(=O)O)C=CC(=C1)C(N)=O (2,4-dicarbamoylbenzoic acid), C(C=1C(C(=O)Cl)=CC(C(=O)Cl)=CC1)(=O)Cl (trimellitoyl chloride), N (ammonia), N (ammonia), Cl (hydrochloric acid). The solvent is CC(=O)C (acetone). Yields the product mixture, C(N)(=O)C1=C(C(=O)O)C=C(C=C1)C(N)=O (2,5-dicarbamoylbenzoic acid). Yield: 89.0%. RXN SMILES: C(Cl)(=O)C1C(=CC(=CC=1)C(Cl)=O)C(Cl)=[O:5].[NH3:16].Cl.[C:18]([C:21]1[CH:29]=[C:28]([C:30](=[O:32])[NH2:31])[CH:27]=[CH:26][C:22]=1[C:23]([OH:25])=O)(=[O:20])N>CC(C)=O>[C:23]([C:22]1[CH:26]=[CH:27][C:28]([C:30](=[O:32])[NH2:31])=[CH:29][C:21]=1[C:18]([OH:20])=[O:5])(=[O:25])[NH2:16]. Reported procedure: A solution of 21.1 g (0.10 mol) of trimellitoyl chloride in 25 ml of acetone was dropped into 200 ml of 29% aqueous ammonia, while the aqueous ammonia was stirred under cooling with ice. The resulting mixture was as such stirred for one hour, deaerated in a vacuum and acidified with concentrated hydrochloric acid under cooling with ice. The crystals thus precipitated were recovered by filtration, washed with water and dried with hot air to give 18.5 g of a mixture of 2,4-dicarbamoylbenzoic acid ... Reactants: C1(=CC=C(C=C1)C(CC)O)C1=CC=CC=C1 (1-(biphenyl-4-yl)propan-1-ol). The reagents and catalysts are [O-2].[Mn+4].[O-2] (manganese(IV) oxide). Run in C(C)OCC (diethyl ether). Conditions: time 45 hour. The product is C1(=CC=C(C=C1)C(CC)=O)C1=CC=CC=C1 (1-(Biphenyl-4-yl)propan-1-one). Isolated yield 73.2%. Reaction SMILES: [C:1]1([C:11]2[CH:16]=[CH:15][CH:14]=[CH:13][CH:12]=2)[CH:6]=[CH:5][C:4]([CH:7]([OH:10])[CH2:8][CH3:9])=[CH:3][CH:2]=1>C(OCC)C.[O-2].[Mn+4].[O-2]>[C:1]1([C:11]2[CH:12]=[CH:13][CH:14]=[CH:15][CH:16]=2)[CH:2]=[CH:3][C:4]([C:7](=[O:10])[CH2:8][CH3:9])=[CH:5][CH:6]=1 |f:2.3.4|. Procedure details: To a solution in diethyl ether (30.0 mL) of the compound (1.27 g) obtained in step (1) above, manganese(IV) oxide (9.57 g) was added and the mixture was stirred at room temperature for 45 hours. After removing the insoluble matter by filtration, the filtrate was concentrated under reduced pressure. To a solution of the resulting residue in acetone (60.0 mL), a Jones' reagent {see Org. Synth., Coll. Vol. VI, 542 (1988)}(1.20 mL) was added until the color of the Jones' reagent was yet to disappear... The reactants are C1CCOC1, COC(=O)Cc1c(Cl)nc(Cc2ccc(NCC3CCCCC3)cc2)nc1N(C)CC(=O)NC1CCCC1, Cl, [Na+], [OH-]. Yields the product CN(CC(=O)NC1CCCC1)c1nc(Cc2ccc(NCC3CCCCC3)cc2)nc(Cl)c1CC(=O)O. Reaction SMILES: [CH2:42]1[O:43][CH2:44][CH2:45][CH2:46]1.[Cl:1][c:2]1[n:3][c:4]([CH2:24][c:25]2[cH:26][cH:27][c:28]([NH:31][CH2:32][CH:33]3[CH2:34][CH2:35][CH2:36][CH2:37][CH2:38]3)[cH:29][cH:30]2)[n:5][c:6]([N:13]([CH3:14])[CH2:15][C:16](=[O:17])[NH:18][CH:19]2[CH2:20][CH2:21][CH2:22][CH2:23]2)[c:7]1[CH2:8][C:9](=[O:10])[O:11][CH3:12].[ClH:41].[Na+:40].[OH-:39]>>[Cl:1][c:2]1[n:3][c:4]([CH2:24][c:25]2[cH:26][cH:27][c:28]([NH:31][CH2:32][CH:33]3[CH2:34][CH2:35][CH2:36][CH2:37][CH2:38]3)[cH:29][cH:30]2)[n:5][c:6]([N:13]([CH3:14])[CH2:15][C:16](=[O:17])[NH:18][CH:19]2[CH2:20][CH2:21][CH2:22][CH2:23]2)[c:7]1[CH2:8][C:9](=[O:10])[OH:11]. Reaction conditions: time 8 day. Run in ClCCl (dichloromethane), CO (methanol). As a reaction SMILES: [N:1]1[C:10]2[C:5](=[CH:6][CH:7]=[CH:8][CH:9]=2)[C:4]([N:11]2[CH2:17][C:16]3[CH:18]=[C:19]([C:22]4[CH:23]=[C:24]([NH2:29])[C:25]([NH2:28])=[CH:26][CH:27]=4)[CH:20]=[CH:21][C:15]=3[O:14][CH2:13][CH2:12]2)=[CH:3][CH:2]=1.[N:30]#[C:31]Br.C(OCC)(=O)C>CO.ClCCl>[N:1]1[C:10]2[C:5](=[CH:6][CH:7]=[CH:8][CH:9]=2)[C:4]([N:11]2[CH2:17][C:16]3[CH:18]=[C:19]([C:22]4[CH:27]=[CH:26][C:25]5[N:28]=[C:31]([NH2:30])[NH:29][C:24]=5[CH:23]=4)[CH:20]=[CH:21][C:15]=3[O:14][CH2:13][CH2:12]2)=[CH:3][CH:2]=1. The reactants are N#CBr (cyanogen bromide), solution, N#CBr (cyanogen bromide), N1=CC=C(C2=CC=CC=C12)N1CCOC2=C(C1)C=C(C=C2)C=2C=C(C(=CC2)N)N (4-(4-quinolin-4-yl-2,3,4,5-tetrahydro-1,4-benzoxazepin-7-yl)-benzene-1,2-diamine), C(C)(=O)OCC (Ethyl acetate). Procedure details: To a solution of 4-(4-quinolin-4-yl-2,3,4,5-tetrahydro-1,4-benzoxazepin-7-yl)-benzene-1,2-diamine (90 mg, 0.14 mmol, synthesized according to the method of example 2) in methanol (1 mL) was added a 3M solution of cyanogen bromide in dichloromethane (0.10 mL), and the reaction mixture was stirred at room temperature for 8 d. During this time additional cyanogen bromide was added after 1 d (0.10 mL), 2 d (0.20 mL), 3 d (0.20 mL), and 4 d (0.20 mL) reaction time. Ethyl acetate (50 mL) was added, an... Yields the product N1=CC=C(C2=CC=CC=C12)N1CCOC2=C(C1)C=C(C=C2)C=2C=CC1=C(NC(=N1)N)C2 (6-(4-quinolin-4-yl-2,3,4,5-tetrahydro-1,4-benzoxazepin-7-yl)-1H-benzimidazol-2-amine), acetate salt. The yield is 7.0%. Reaction SMILES: [CH2:1]([c:2]1[cH:3][cH:4][cH:5][cH:6][cH:7]1)[N:8]1[CH2:9][CH2:10][NH:11][CH:12]2[CH:13]([N:18]3[CH2:19][CH2:20][CH2:21][CH2:22]3)[CH2:14][CH2:15][CH2:16][CH:17]12.[Cl:23][c:24]1[cH:25][c:26]([CH2:31][C:32](=[O:33])[Cl:34])[cH:27][cH:28][c:29]1[Cl:30].[Cl:37][CH2:38][Cl:39].[Na+:36].[OH-:35]>>[CH2:1]([c:2]1[cH:3][cH:4][cH:5][cH:6][cH:7]1)[N:8]1[CH2:9][CH2:10][N:11]([C:32]([CH2:31][c:26]2[cH:25][c:24]([Cl:23])[c:29]([Cl:30])[cH:28][cH:27]2)=[O:33])[CH:12]2[CH:13]([N:18]3[CH2:19][CH2:20][CH2:21][CH2:22]3)[CH2:14][CH2:15][CH2:16][CH:17]12. Product: O=C(Cc1ccc(Cl)c(Cl)c1)N1CCN(Cc2ccccc2)C2CCCC(N3CCCC3)C21. Starting materials: c1ccc(CN2CCNC3C(N4CCCC4)CCCC32)cc1, O=C(Cl)Cc1ccc(Cl)c(Cl)c1, ClCCl, [Na+], [OH-]. The product is C(C)(C)(C)OC(=O)N1[C@H]([C@@](CCC1)(CC(COC1=CC=CC=C1)=C)O)C1=CC=CC=C1 ((2S,3R)-1-tert-butoxycarbonyl-3-hydroxy-3-(2-methylene-3-phenoxypropyl)-2-phenylpiperidine). Conditions: time 1 hour. Procedure details: A tetrahydrofuran solution of 3-(chloromagnesio)-2-(phenoxymethyl)-1-propene (0.91 M, 3 ml) (Louw et. al. Tetrahedron, 48, 6087-6104, 1992, prepared from 2.74 mmol of 3-chloro-2-(phenoxymethyl)-1-propene) was slowly added to a solution of (2S)-1-tert-butoxycarbonyl-2-phenylpiperidin-3-one (Desc.1) in THF (3 ml). The solution was stirred at room temperature for 1 hour, quenched by addition of saturated ammonium chloride solution (20 ml) and extracted with ethyl acetate (20 ml). The organic phase ... Reaction SMILES: Cl[Mg][CH2:3][C:4]([CH2:6][O:7][C:8]1[CH:13]=[CH:12][CH:11]=[CH:10][CH:9]=1)=[CH2:5].[C:14]([O:18][C:19]([N:21]1[CH2:26][CH2:25][CH2:24][C:23](=[O:27])[C@@H:22]1[C:28]1[CH:33]=[CH:32][CH:31]=[CH:30][CH:29]=1)=[O:20])([CH3:17])([CH3:16])[CH3:15]>C1COCC1>[C:14]([O:18][C:19]([N:21]1[CH2:26][CH2:25][CH2:24][C@@:23]([OH:27])([CH2:3][C:4](=[CH2:5])[CH2:6][O:7][C:8]2[CH:13]=[CH:12][CH:11]=[CH:10][CH:9]=2)[C@@H:22]1[C:28]1[CH:33]=[CH:32][CH:31]=[CH:30][CH:29]=1)=[O:20])([CH3:17])([CH3:15])[CH3:16]. Run in C1CCOC1 (THF), O1CCCC1 (tetrahydrofuran). Reactants: Cl[Mg]CC(=C)COC1=CC=CC=C1 (3-(chloromagnesio)-2-(phenoxymethyl)-1-propene), C(C)(C)(C)OC(=O)N1[C@H](C(CCC1)=O)C1=CC=CC=C1 ((2S)-1-tert-butoxycarbonyl-2-phenylpiperidin-3-one). The reactants are COc1ccc(CN(Cc2ccc(OC)cc2)c2ncc(-c3nc(N4CCOCC4)nc4c3CCN4)cn2)cc1, COc1ccc(CN(Cc2ccc(OC)cc2)c2ncc(-c3nc(N4CCOCC4)nc4c3CCN4C(=O)Nc3ccccc3)cn2)cc1, O=C=Nc1ccccc1. The product is Nc1ncc(-c2nc(N3CCOCC3)nc3c2CCN3C(=O)Nc2ccccc2)cn1. RXN SMILES: [CH3:1][O:2][c:3]1[cH:4][cH:5][c:6]([CH2:7][N:8]([CH2:9][c:10]2[cH:11][cH:12][c:13]([O:14][CH3:15])[cH:16][cH:17]2)[c:18]2[n:19][cH:20][c:21](-[c:22]3[c:23]4[c:27]([n:28][c:29]([N:30]5[CH2:31][CH2:32][O:33][CH2:34][CH2:35]5)[n:36]3)[NH:26][CH2:25][CH2:24]4)[cH:37][n:38]2)[cH:39][cH:40]1.[c:41]1([NH:47][C:48](=[O:49])[N:50]2[CH2:51][CH2:52][c:53]3[c:54]2[n:55][c:56]([N:84]2[CH2:85][CH2:86][O:87][CH2:88][CH2:89]2)[n:57][c:58]3-[c:59]2[cH:60][n:61][c:62]([N:65]([CH2:66][c:67]3[cH:68][cH:69][c:70]([O:71][CH3:72])[cH:73][cH:74]3)[CH2:75][c:76]3[cH:77][cH:78][c:79]([O:80][CH3:81])[cH:82][cH:83]3)[n:63][cH:64]2)[cH:42][cH:43][cH:44][cH:45][cH:46]1.[c:90]1([N:91]=[C:92]=[O:93])[cH:94][cH:95][cH:96][cH:97][cH:98]1>>[c:41]1([NH:47][C:48](=[O:49])[N:50]2[CH2:51][CH2:52][c:53]3[c:54]2[n:55][c:56]([N:84]2[CH2:85][CH2:86][O:87][CH2:88][CH2:89]2)[n:57][c:58]3-[c:59]2[cH:60][n:61][c:62]([NH2:65])[n:63][cH:64]2)[cH:42][cH:43][cH:44][cH:45][cH:46]1.